Dataset: the Open Reaction Database (ORD), a public repository of structured organic reaction records. Task: describe an organic reaction: reactants, conditions, products, and yield Starting materials: C(#N)C1=CC=C(CN2N=C(C(CC2=O)CC)C2=CC(=C(C=C2)O)O)C=C1 (2-(4-cyanobenzyl)-6-(3,4-dihydroxyphenyl)-5-ethyl-2,3,4,5-tetrahydropyridazin-3-one), S(O)(O)(=O)=O (sulfuric acid), [OH-].[Na+] (NaOH). The solvent is O (water), O (water). Reaction conditions: time 10 hour. The product is C(=O)(O)C1=CC=C(CN2N=C(C(CC2=O)CC)C2=CC(=C(C=C2)O)O)C=C1 (2-(4-carboxybenzyl)-6-(3,4-dihydroxyphenyl)-5-ethyl-2,3,4,5-tetrahydropyridazin-3-one). RXN SMILES: [C:1]([C:3]1[CH:26]=[CH:25][C:6]([CH2:7][N:8]2[C:13](=[O:14])[CH2:12][CH:11]([CH2:15][CH3:16])[C:10]([C:17]3[CH:22]=[CH:21][C:20]([OH:23])=[C:19]([OH:24])[CH:18]=3)=[N:9]2)=[CH:5][CH:4]=1)#N.[OH-:27].[Na+].S(=O)(=O)(O)[OH:30]>O>[C:1]([C:3]1[CH:26]=[CH:25][C:6]([CH2:7][N:8]2[C:13](=[O:14])[CH2:12][CH:11]([CH2:15][CH3:16])[C:10]([C:17]3[CH:22]=[CH:21][C:20]([OH:23])=[C:19]([OH:24])[CH:18]=3)=[N:9]2)=[CH:5][CH:4]=1)([OH:30])=[O:27] |f:1.2|. Reported procedure: 10 g of 2-(4-cyanobenzyl)-6-(3,4-dihydroxyphenyl)-5-ethyl-2,3,4,5-tetrahydropyridazin-3-one are added with stirring to a cooled solution of 1.2 g of NaOH in 100 ml of water and the mixture is subsequently stirred for 10 hours. It is warmed cautiously and a stream of air is passed through the solution. Cooled sulfuric acid and water are then added. The mixture is worked up in the customary manner and 2-(4-carboxybenzyl)-6-(3,4-dihydroxyphenyl)-5-ethyl-2,3,4,5-tetrahydropyridazin-3-one is obtained... The reactants are COC(=O)C1=NN(C(=N1)CI)C1=C(C=C(C=C1)Cl)C(C1=C(C=CC=C1)Cl)=O (1-[2-(o-chlorobenzoyl)-4-chlorophenyl]-5-(iodomethyl)-1H-1,2,4-triazole-3-carboxylic acid methyl ester), N1CCOCC1 (morpholine). Run in CO (methanol). Conditions: time 8 hour. The product is COC(=O)C1=NN(C(=N1)CN1CCOCC1)C1=C(C=C(C=C1)Cl)C(C1=C(C=CC=C1)Cl)=O (1-[2-(o-chlorobenzoyl)-4-chlorophenyl]-5-(morpholinomethyl)-1H-1,2,4-triazole-3-carboxylic acid methyl ester). As a reaction SMILES: [CH3:1][O:2][C:3]([C:5]1[N:9]=[C:8]([CH2:10]I)[N:7]([C:12]2[CH:17]=[CH:16][C:15]([Cl:18])=[CH:14][C:13]=2[C:19](=[O:27])[C:20]2[CH:25]=[CH:24][CH:23]=[CH:22][C:21]=2[Cl:26])[N:6]=1)=[O:4].[NH:28]1[CH2:33][CH2:32][O:31][CH2:30][CH2:29]1>CO>[CH3:1][O:2][C:3]([C:5]1[N:9]=[C:8]([CH2:10][N:28]2[CH2:33][CH2:32][O:31][CH2:30][CH2:29]2)[N:7]([C:12]2[CH:17]=[CH:16][C:15]([Cl:18])=[CH:14][C:13]=2[C:19](=[O:27])[C:20]2[CH:25]=[CH:24][CH:23]=[CH:22][C:21]=2[Cl:26])[N:6]=1)=[O:4]. Procedure: A mixture of 38.7 g (0.075 mole) of 1-[2-(o-chlorobenzoyl)-4-chlorophenyl]-5-(iodomethyl)-1H-1,2,4-triazole-3-carboxylic acid methyl ester and 13.1 g (0.150 mole) of morpholine in 750 ml of methanol is stirred for 8 hours at 40°. The reaction mixture is then concentrated in vacuo; water is added to the residue and extraction is performed twice with methylene chloride. The organic phase is washed three times with water and twice with saturated sodium chloride solution; it is dried over sodium sul...